This data is from the Open Reaction Database (ORD), a public repository of structured organic reaction records. The task is: describe an organic reaction: reactants, conditions, products, and yield Starting materials: C1CCOC1, COc1ccc2c(c1)C(O)C(C)(C)CC2=O, COC(=O)N=NC(=O)OC, c1ccc(P(c2ccccc2)c2ccccc2)cc1, CC(C)OC(=O)c1c[nH]cn1. The product is COc1ccc2c(c1)C(n1cncc1C(=O)OC(C)C)C(C)(C)CC2=O. Reaction SMILES: [CH2:57]1[O:58][CH2:59][CH2:60][CH2:61]1.[CH3:1][O:2][c:3]1[cH:4][c:5]2[c:10]([cH:11][cH:12]1)[C:9](=[O:13])[CH2:8][C:7]([CH3:14])([CH3:15])[CH:6]2[OH:16].[N:47]([C:48]([O:49][CH3:50])=[O:51])=[N:52][C:53]([O:54][CH3:55])=[O:56].[c:28]1([P:29]([c:30]2[cH:31][cH:32][cH:33][cH:34][cH:35]2)[c:36]2[cH:37][cH:38][cH:39][cH:40][cH:41]2)[cH:42][cH:43][cH:44][cH:45][cH:46]1.[nH:17]1[cH:18][n:19][c:20]([C:22](=[O:23])[O:24][CH:25]([CH3:26])[CH3:27])[cH:21]1>>[CH3:1][O:2][c:3]1[cH:4][c:5]2[c:10]([cH:11][cH:12]1)[C:9](=[O:13])[CH2:8][C:7]([CH3:14])([CH3:15])[CH:6]2[n:19]1[cH:18][n:17][cH:21][c:20]1[C:22](=[O:23])[O:24][CH:25]([CH3:26])[CH3:27]. Reactants: ClC1=CC2=C(C(=N1)C#N)N=C(N2)N(C)C (6-chloro-2-dimethylamino-1H-imidazo[4,5-c]pyridine-4-carbonitrile), C(C)OC1=C(C=C(C=C1)B(O)O)C(F)(F)F (4-ethoxy-3-trifluoromethyl-phenyl boronic acid), C([O-])([O-])=O.[K+].[K+] (potassium carbonate). Run in C1CCOC1 (THF). Conditions: temperature 130 celsius. Yields the product CN(C=1NC2=C(C(=NC(=C2)C2=CC(=C(C=C2)OCC)C(F)(F)F)C#N)N1)C (2-dimethylamino-6-(4-ethoxy-3-trifluoromethyl-phenyl)-1H-imidazo[4,5-c]pyridine-4-carbonitrile). Isolated yield 3.0%. RXN SMILES: Cl[C:2]1[N:7]=[C:6]([C:8]#[N:9])[C:5]2[N:10]=[C:11]([N:13]([CH3:15])[CH3:14])[NH:12][C:4]=2[CH:3]=1.[CH2:16]([O:18][C:19]1[CH:24]=[CH:23][C:22](B(O)O)=[CH:21][C:20]=1[C:28]([F:31])([F:30])[F:29])[CH3:17].C(=O)([O-])[O-].[K+].[K+]>C1COCC1>[CH3:14][N:13]([CH3:15])[C:11]1[NH:12][C:4]2[CH:3]=[C:2]([C:22]3[CH:23]=[CH:24][C:19]([O:18][CH2:16][CH3:17])=[C:20]([C:28]([F:29])([F:31])[F:30])[CH:21]=3)[N:7]=[C:6]([C:8]#[N:9])[C:5]=2[N:10]=1 |f:2.3.4|. Procedure: A suspension of 6-chloro-2-dimethylamino-1H-imidazo[4,5-c]pyridine-4-carbonitrile (100 mg, 0.45 mmol), 4-ethoxy-3-trifluoromethyl-phenyl boronic acid (198 mg, 0.88 mmol) tetrakis(triphenylphosphine)palladium(0) (50 mg, ˜10 mol %) and potassium carbonate (193.0 mg, 1.39 mmol) in THF (3 ml) was heated to 130° C. for 6 minutes in the “Smith” microwave. The crude mixture was concentrated under reduced pressure to remove THF before partitioning between ethyl acetate and water. The organic layer was s... Reaction SMILES: [C:1]([CH3:2])([CH3:3])([CH3:4])[O:5][C:6](=[O:7])[N:8]1[CH2:9][CH:10]([N:15]([CH2:16][c:17]2[cH:18][cH:19][cH:20][cH:21][cH:22]2)[CH2:23][c:24]2[cH:25][cH:26][cH:27][cH:28][cH:29]2)[CH:11]([O:13][CH3:14])[CH2:12]1.[CH3:32][CH2:33][OH:34].[H:30][H:31]>>[C:1]([CH3:2])([CH3:3])([CH3:4])[O:5][C:6](=[O:7])[N:8]1[CH2:9][CH:10]([NH2:15])[CH:11]([O:13][CH3:14])[CH2:12]1. Yields the product COC1CN(C(=O)OC(C)(C)C)CC1N. Starting materials: COC1CN(C(=O)OC(C)(C)C)CC1N(Cc1ccccc1)Cc1ccccc1, CCO, [H][H]. The reactants are C1CCOC1, CCOP(=O)(CC#N)OCC, CC1(C)CC(=O)CC(C)(C)N1, CC(C)(C)[O-], [K+]. Reaction SMILES: [CH2:29]1[O:30][CH2:31][CH2:32][CH2:33]1.[CH2:7]([O:8][P:9](=[O:10])([O:11][CH2:12][CH3:13])[CH2:15][C:16]#[N:17])[CH3:14].[CH3:18][C:19]1([CH3:28])[NH:20][C:21]([CH3:26])([CH3:27])[CH2:22][C:23](=[O:25])[CH2:24]1.[CH3:1][C:2]([CH3:3])([O-:4])[CH3:5].[K+:6]>>[CH:15]([C:16]#[N:17])=[C:23]1[CH2:22][C:21]([CH3:26])([CH3:27])[NH:20][C:19]([CH3:18])([CH3:28])[CH2:24]1. Yields the product CC1(C)CC(=CC#N)CC(C)(C)N1. The reactants are [C-]1(C=CC=C1)CNCCCCCC(=O)O.[CH-]1C=CC=C1.[Fe+2] (N-(ferrocenyl methyl)-6-amino caproic acid), ( 1 ), CCN=C=NCCCN(C)C.Cl (N-(3-dimethylaminopropyl)-N-ethylcarbodiimide hydrochloride), reaction mixture. The solvent is P(=O)([O-])([O-])[O-] (phosphate), CN(C)C=O (DMF). Reaction conditions: temperature 90 celsius, time 30 minute. Yields the product [C-]1(C=CC=C1)CNCCCCCC(=O)O.[CH-]1C=CC=C1.[Fe+2] (Fc-aca), [CH-]1C=CC=C1.[CH-]1C=CC=C1.[Fe+2] (ferrocene). Reaction SMILES: [C-:1]1([CH2:6][NH:7][CH2:8][CH2:9][CH2:10][CH2:11][CH2:12][C:13]([OH:15])=[O:14])[CH:5]=[CH:4][CH:3]=[CH:2]1.[CH-:16]1[CH:20]=[CH:19][CH:18]=[CH:17]1.[Fe+2:21].CCN=C=NCCCN(C)C.Cl>CN(C=O)C.P([O-])([O-])([O-])=O>[C-:1]1([CH2:6][NH:7][CH2:8][CH2:9][CH2:10][CH2:11][CH2:12][C:13]([OH:15])=[O:14])[CH:2]=[CH:3][CH:4]=[CH:5]1.[CH-:16]1[CH:20]=[CH:19][CH:18]=[CH:17]1.[Fe+2:21].[CH-:1]1[CH:5]=[CH:4][CH:3]=[CH:2]1.[CH-:1]1[CH:5]=[CH:4][CH:3]=[CH:2]1.[Fe+2:21] |f:0.1.2,3.4,7.8.9,10.11.12|. Procedure: 15 mg of the N-(ferrocenyl methyl)-6-amino caproic acid (Fc-aca) prepared in (1) of Example 8, 6 mg of N-hydrosuccinimide (NHS, Fluka Corp), and 9 mg of N-(3-dimethylaminopropyl)-N-ethylcarbodiimide hydrochloride (EDC, Fluka Corp.) were dissolved in 0.3 mL of an anhydrous DMF solution and stirred for 30 minutes after the temperature was raised to 90° C. in a nitrogen atmosphere. The reaction was further performed for 30 minutes while the temperature of the solution was maintained at 80° C. 30 μL... Starting materials: COc1ccc(-c2nc(COc3ccc(F)c(C(N)=O)c3F)sc2Br)cc1, CCCC[Sn](CCCC)(CCCC)c1cscn1, CN(C)C=O, O, [Pd], c1ccc(P(c2ccccc2)c2ccccc2)cc1, c1ccc(P(c2ccccc2)c2ccccc2)cc1, c1ccc(P(c2ccccc2)c2ccccc2)cc1, c1ccc(P(c2ccccc2)c2ccccc2)cc1. The product is COc1ccc(-c2nc(COc3ccc(F)c(C(N)=O)c3F)sc2-c2cscn2)cc1. As a reaction SMILES: [Br:1][c:2]1[c:3](-[c:20]2[cH:21][cH:22][c:23]([O:26][CH3:27])[cH:24][cH:25]2)[n:4][c:5]([CH2:7][O:8][c:9]2[c:10]([F:19])[c:11]([C:12](=[O:13])[NH2:14])[c:15]([F:18])[cH:16][cH:17]2)[s:6]1.[CH2:28]([Sn:29]([CH2:30][CH2:31][CH2:32][CH3:38])([c:33]1[n:34][cH:35][s:36][cH:37]1)[CH2:39][CH2:40][CH2:41][CH3:42])[CH2:43][CH2:44][CH3:45].[O:47]=[CH:48][N:49]([CH3:50])[CH3:51].[OH2:46].[Pd:52].[c:110]1([P:111]([c:112]2[cH:113][cH:114][cH:115][cH:116][cH:117]2)[c:118]2[cH:119][cH:120][cH:121][cH:122][cH:123]2)[cH:124][cH:125][cH:126][cH:127][cH:128]1.[c:53]1([P:54]([c:55]2[cH:56][cH:57][cH:58][cH:59][cH:60]2)[c:61]2[cH:62][cH:63][cH:64][cH:65][cH:66]2)[cH:67][cH:68][cH:69][cH:70][cH:71]1.[c:72]1([P:73]([c:74]2[cH:75][cH:76][cH:77][cH:78][cH:79]2)[c:80]2[cH:81][cH:82][cH:83][cH:84][cH:85]2)[cH:86][cH:87][cH:88][cH:89][cH:90]1.[c:91]1([P:92]([c:93]2[cH:94][cH:95][cH:96][cH:97][cH:98]2)[c:99]2[cH:100][cH:101][cH:102][cH:103][cH:104]2)[cH:105][cH:106][cH:107][cH:108][cH:109]1>>[c:2]1(-[c:33]2[n:34][cH:35][s:36][cH:37]2)[c:3](-[c:20]2[cH:21][cH:22][c:23]([O:26][CH3:27])[cH:24][cH:25]2)[n:4][c:5]([CH2:7][O:8][c:9]2[c:10]([F:19])[c:11]([C:12](=[O:13])[NH2:14])[c:15]([F:18])[cH:16][cH:17]2)[s:6]1.